Dataset: the Open Reaction Database (ORD), a public repository of structured organic reaction records. Task: describe an organic reaction: reactants, conditions, products, and yield Starting materials: C(C)(=O)C1CN(CCC1=O)C(=O)OC(C)(C)C (tert-butyl 3-acetyl-4-oxopiperidine-1-carboxylate), NN.O (H2NNH2—H2O). Run in CCO (EtOH). Reaction conditions: temperature 90 celsius. Product: CC1=NNC2=C1CN(CC2)C(=O)OC(C)(C)C (tert-butyl 3-methyl-6,7-dihydro-1H-pyrazolo[4,3-c]pyridine-5(4H)-carboxylate). The yield is 76.3%. RXN SMILES: [C:1]([CH:4]1[C:9](=O)[CH2:8][CH2:7][N:6]([C:11]([O:13][C:14]([CH3:17])([CH3:16])[CH3:15])=[O:12])[CH2:5]1)(=O)[CH3:2].[NH2:18][NH2:19].O>CCO>[CH3:2][C:1]1[C:4]2[CH2:5][N:6]([C:11]([O:13][C:14]([CH3:17])([CH3:16])[CH3:15])=[O:12])[CH2:7][CH2:8][C:9]=2[NH:19][N:18]=1 |f:1.2|. Reported procedure: To a solution of tert-butyl 3-acetyl-4-oxopiperidine-1-carboxylate (10.00 g, 41.44 mmol, 1.0 eq) in EtOH was added 98% H2NNH2—H2O (3.11 mL, 62.16 mmol, 1.5 eq). The reaction mixture was heated to 90° C. and refluxed for 2.0 h. The resulted mixture was concentrated in vacuo to give two tautomers as yellow oil (7.5 g, 76.5%), and which were used for the next step without further purification. The compound was characterized by the following spectroscopic data: MS (ESI, pos. ion) m/z: 238.31 (M+1); Reactants: 22, ClC1=C(C=C(N=N1)N1CCN(CC1)C(=O)OCC)C (ethyl 4-(6-chloro-5-methyl-3-pyridazinyl)-1-piperazinecarboxylate), [OH-].[K+] (potassium hydroxide). The solvent is C(CCC)O (1-butanol). Conditions: time 8 hour. Product: 17, ClC=1N=NC(=CC1C)N1CCNCC1 (3-chloro-4-methyl-6-(1-piperazinyl)pyridazine). The yield is 100.0%. RXN SMILES: [Cl:1][C:2]1[N:7]=[N:6][C:5]([N:8]2[CH2:13][CH2:12][N:11](C(OCC)=O)[CH2:10][CH2:9]2)=[CH:4][C:3]=1[CH3:19].[OH-].[K+]>C(O)CCC>[Cl:1][C:2]1[N:7]=[N:6][C:5]([N:8]2[CH2:9][CH2:10][NH:11][CH2:12][CH2:13]2)=[CH:4][C:3]=1[CH3:19] |f:1.2|. Reported procedure: A mixture of 22 parts of ethyl 4-(6-chloro-5-methyl-3-pyridazinyl)-1-piperazinecarboxylate, 28 parts of potassium hydroxide and 160 parts of 1-butanol was stirred overnight at reflux temperature. The reaction mixture was evaporated. Water was added. The product was extracted with trichloromethane. The extract was dried, filtered and evaporated. 2,2'-Oxybispropane was added. The product was filtered off and dried, yielding 17 parts (100%) of 3-chloro-4-methyl-6-(1-piperazinyl)pyridazine (compound... The reactants are O=C([O-])O, CN1CCCC1=O, ClCCCl, [Na+], O, O=P(Cl)(Cl)Cl, Cn1c(S)nc(-c2ccnc(-c3ccccc3)n2)cc1=O. The product is Cn1c(Cl)nc(-c2ccnc(-c3ccccc3)n2)cc1=O. RXN SMILES: [C:28](=[O:29])([OH:30])[O-:31].[CH3:37][N:38]1[CH2:39][CH2:40][CH2:41][C:42]1=[O:43].[Cl:33][CH2:34][CH2:35][Cl:36].[Na+:32].[OH2:27].[P:22]([Cl:23])([Cl:24])([Cl:25])=[O:26].[SH:1][c:2]1[n:3]([CH3:21])[c:4](=[O:20])[cH:5][c:6](-[c:8]2[n:9][c:10](-[c:14]3[cH:15][cH:16][cH:17][cH:18][cH:19]3)[n:11][cH:12][cH:13]2)[n:7]1>>[c:2]1([Cl:24])[n:3]([CH3:21])[c:4](=[O:20])[cH:5][c:6](-[c:8]2[n:9][c:10](-[c:14]3[cH:15][cH:16][cH:17][cH:18][cH:19]3)[n:11][cH:12][cH:13]2)[n:7]1. The reactants are [NH4+].[Cl-] (NH4Cl), BrC=1C=CC2=C(C=3N(CCO2)C=C(N3)I)C1 (10-bromo-2-iodo-5,6-dihydrobenzo[f]imidazo[1,2-d][1,4]oxazepine), C(C)[Mg]Br (Ethylmagnesium bromide). Run in C1CCOC1 (THF), C(C)OCC (Ethyl ether). Product: BrC=1C=CC2=C(C=3N(CCO2)C=CN3)C1 (10-bromo-5,6-dihydrobenzo[f]imidazo[1,2-d][1,4]oxazepine). RXN SMILES: [Br:1][C:2]1[CH:3]=[CH:4][C:5]2[O:11][CH2:10][CH2:9][N:8]3[CH:12]=[C:13](I)[N:14]=[C:7]3[C:6]=2[CH:16]=1.C([Mg]Br)C.[NH4+].[Cl-]>C1COCC1.C(OCC)C>[Br:1][C:2]1[CH:3]=[CH:4][C:5]2[O:11][CH2:10][CH2:9][N:8]3[CH:12]=[CH:13][N:14]=[C:7]3[C:6]=2[CH:16]=1 |f:2.3|. Procedure details: To a solution of 10-bromo-2-iodo-5,6-dihydrobenzo[f]imidazo[1,2-d][1,4]oxazepine (9 g, 20 mmol) in THF (40 mL) was added Ethylmagnesium bromide in Ethyl ether (22 mL) at −20° C. The mixture was allowed to warm to room temperature and in one and half hour the completion was showed by LCMS. The reaction mixture was poured into 10% NH4Cl and extracted by EtOAc. Organic layer was washed by brine, dried by MgSO4 and concentrated. The crude was purified by Isco chromatography to afford 10-bromo-5,6-di... Reactants: BrCC1=CC=C(OCC(=O)O)C=C1 (4-bromomethylphenoxyacetic acid), C(C)(=O)OCC (ethyl acetate), C(C)(=O)OCC (ethyl acetate), ClC1=C(C=CC(=C1)Cl)O (2,4-dichlorophenol), C1(CCCCC1)N=C=NC1CCCCC1 (dicyclohexylcarbodiimide). The solvent is hexanes. Conditions: time 2 hour. The product is C(C)(=O)OOC1=C(C=C(C=C1)CBr)C1=C(C=C(C=C1)Cl)Cl (2,4-Dichlorophenyl-4-bromomethylphenoxy acetate). Yield: 85.0%. Reaction SMILES: [Br:1][CH2:2][C:3]1[CH:13]=[CH:12][C:6]([O:7]CC(O)=O)=[CH:5][CH:4]=1.[Cl:14][C:15]1[CH:20]=[C:19]([Cl:21])[CH:18]=[CH:17][C:16]=1O.C1(N=C=NC2CCCCC2)CCCCC1.[C:38]([O:41]CC)(=[O:40])[CH3:39]>>[C:38]([O:41][O:7][C:6]1[CH:5]=[CH:4][C:3]([CH2:2][Br:1])=[CH:13][C:12]=1[C:18]1[CH:17]=[CH:16][C:15]([Cl:14])=[CH:20][C:19]=1[Cl:21])(=[O:40])[CH3:39]. Procedure details: To 4-bromomethylphenoxyacetic acid (20 g, 81.6 mole) and 2,4-dichlorophenol (14 g, 85.7 mole) suspended in 100 ml ethyl acetate at 0° C. was added solid dicyclohexylcarbodiimide (17.7 g, 85.8 mole) in portions with stirring. After two hours at 0° C., 200 ml of ethyl acetate was added to the thick suspension that resulted, and stirring was allowed to proceed for 30 minutes as the mixture was allowed to warm to room temperature. Insoluble dicyclohexylurea was removed by filtration and was washed w... The yield is 685.1%. Reactants: C1(CC1)C(=O)C (cyclopropylmethylketone), C[Si](C)(C)C#N (trimethylsilylcyanide), [C-]#N.[K+] (potassium cyanide). Run at temperature 145 celsius, time 1 hour. The reagents and catalysts are C1COCCOCCOCCOCCOCCO1 (18-crown-6). Procedure details: To a well stirred mixture of cyclopropylmethylketone (27.8 mL, 0.3 mol), trimethylsilylcyanide (55.8 mL, 0.45 mol) and 18-crown-6 (4.87 g, 18.5 mmol) was added potassium cyanide (2.44 g, 37.5 mmol). The temperature rose to ˜100° C. and stirring was continued for 1 h with heating to 145° C. After cooling the mixture was purified by silicagel chromatography (500 g silica, heptane/ethylacetate 6:1) to yield 47.1 g of the title compound as light brown oil, 1H NMR (CDCl3): 0.23 (s, 9H), 0.56 (m, 4H),... Yields the product C1(CC1)C(C#N)(C)O[Si](C)(C)C (2-Cyclopropyl-2-trimethylsilanyloxy-propionitrile). As a reaction SMILES: [CH:1]1([C:4]([CH3:6])=[O:5])[CH2:3][CH2:2]1.[CH3:7][Si:8](C#N)([CH3:10])[CH3:9].[C-:13]#[N:14].[K+]>C1OCCOCCOCCOCCOCCOC1>[CH:1]1([C:4]([O:5][Si:8]([CH3:10])([CH3:9])[CH3:7])([CH3:6])[C:13]#[N:14])[CH2:3][CH2:2]1 |f:2.3|. Reactants: [N-]=[N+]=NC1CN(Cc2ccccc2)CC1N1CC(F)(F)CCC1=O, C1CCOC1, O, c1ccc(P(c2ccccc2)c2ccccc2)cc1. Product: NC1CN(Cc2ccccc2)CC1N1CC(F)(F)CCC1=O. As a reaction SMILES: [N:1](=[N+:2]=[N-:3])[CH:4]1[CH:5]([N:16]2[C:17](=[O:24])[CH2:18][CH2:19][C:20]([F:22])([F:23])[CH2:21]2)[CH2:6][N:7]([CH2:9][c:10]2[cH:11][cH:12][cH:13][cH:14][cH:15]2)[CH2:8]1.[O:45]1[CH2:46][CH2:47][CH2:48][CH2:49]1.[OH2:44].[c:25]1([P:26]([c:27]2[cH:28][cH:29][cH:30][cH:31][cH:32]2)[c:33]2[cH:34][cH:35][cH:36][cH:37][cH:38]2)[cH:39][cH:40][cH:41][cH:42][cH:43]1>>[NH2:1][CH:4]1[CH:5]([N:16]2[C:17](=[O:24])[CH2:18][CH2:19][C:20]([F:22])([F:23])[CH2:21]2)[CH2:6][N:7]([CH2:9][c:10]2[cH:11][cH:12][cH:13][cH:14][cH:15]2)[CH2:8]1.